Dataset: the Open Reaction Database (ORD), a public repository of structured organic reaction records. Task: describe an organic reaction: reactants, conditions, products, and yield Reactants: C(C)(C)(C)OC(=O)N1CC(CCC1)C1SCC(N1)C(=O)N1CCN(CC1)CCCC1=CC=CC=C1 (1-[2-(1-tert-Butoxycarbonyl-3-piperidinyl)thiazolidin-4-ylcarbonyl]-4-(3-phenylpropyl)piperazine), saturated aqueous solution, C(O)([O-])=O.[Na+] (sodium hydrogen carbonate), FC(C(=O)O)(F)F (trifluoroacetic acid). Run in ClCCl (dichloromethane). Reaction conditions: time 6 hour. Product: C1(=CC=CC=C1)CCCN1CCN(CC1)C(=O)C1NC(SC1)C1CNCCC1 (1-(3-phenylpropyl)-4-[2-(3-piperidinyl)thiazolidin-4-ylcarbonyl]piperazine). The yield is 81.3%. Reaction SMILES: C(OC([N:8]1[CH2:13][CH2:12][CH2:11][CH:10]([CH:14]2[NH:18][CH:17]([C:19]([N:21]3[CH2:26][CH2:25][N:24]([CH2:27][CH2:28][CH2:29][C:30]4[CH:35]=[CH:34][CH:33]=[CH:32][CH:31]=4)[CH2:23][CH2:22]3)=[O:20])[CH2:16][S:15]2)[CH2:9]1)=O)(C)(C)C.FC(F)(F)C(O)=O.C(=O)([O-])O.[Na+]>ClCCl>[C:30]1([CH2:29][CH2:28][CH2:27][N:24]2[CH2:25][CH2:26][N:21]([C:19]([CH:17]3[CH2:16][S:15][CH:14]([CH:10]4[CH2:11][CH2:12][CH2:13][NH:8][CH2:9]4)[NH:18]3)=[O:20])[CH2:22][CH2:23]2)[CH:35]=[CH:34][CH:33]=[CH:32][CH:31]=1 |f:2.3|. Procedure details: 1-[2-(1-tert-Butoxycarbonyl-3-piperidinyl)thiazolidin-4-ylcarbonyl]-4-(3-phenylpropyl)piperazine (430 mg) was dissolved in 3 ml of dichloromethane, followed by addition of 2 ml of trifluoroacetic acid. The mixture was stirred at room temperature for 6 hours. The reaction mixture was poured into 60 ml of saturated aqueous solution of sodium hydrogen carbonate, and the product was extracted with ethyl acetate. The ethyl acetate layer was washed with saturated aqueous solution of sodium chloride, d... The reactants are NC=1N=C2N(C=C(C=C2)OC=2C=C(C=C(C2)C)NC(=O)C2=CC(=NN2C)C)C1 (N-{3-[(2-aminoimidazo[1,2-a]pyridin-6-yl)oxy]-5-methylphenyl}-1,3-dimethyl-1H-pyrazole-5-carboxamide), C(C)N=C=O (ethyl isocyanate). Solvent: N1=CC=CC=C1 (pyridine). Reaction conditions: temperature 50 celsius, time 18 hour. Yields the product C(C)NC(=O)NC=1N=C2N(C=C(C=C2)OC=2C=C(C=C(C2)C)NC(=O)C2=CC(=NN2C)C)C1 (N-{3-[(2-{[(ethylamino)carbonyl]amino}imidazo[1,2-a]pyridin-6-yl) oxy]-5-methylphenyl}-1,3-dimethyl-1H-pyrazole-5-carboxamide). Yield: 21.8%. RXN SMILES: [NH2:1][C:2]1[N:3]=[C:4]2[CH:9]=[CH:8][C:7]([O:10][C:11]3[CH:12]=[C:13]([NH:18][C:19]([C:21]4[N:25]([CH3:26])[N:24]=[C:23]([CH3:27])[CH:22]=4)=[O:20])[CH:14]=[C:15]([CH3:17])[CH:16]=3)=[CH:6][N:5]2[CH:28]=1.[CH2:29]([N:31]=[C:32]=[O:33])[CH3:30]>N1C=CC=CC=1>[CH2:29]([NH:31][C:32]([NH:1][C:2]1[N:3]=[C:4]2[CH:9]=[CH:8][C:7]([O:10][C:11]3[CH:12]=[C:13]([NH:18][C:19]([C:21]4[N:25]([CH3:26])[N:24]=[C:23]([CH3:27])[CH:22]=4)=[O:20])[CH:14]=[C:15]([CH3:17])[CH:16]=3)=[CH:6][N:5]2[CH:28]=1)=[O:33])[CH3:30]. Reported procedure: A mixture of N-{3-[(2-aminoimidazo[1,2-a]pyridin-6-yl)oxy]-5-methylphenyl}-1,3-dimethyl-1H-pyrazole-5-carboxamide (301 mg, 0.800 mmol), ethyl isocyanate (100 μL, 1.27 mmol) and pyridine (10 mL) was stirred at 50° C. for 18 hr. The mixture was concentrated under reduced pressure and ethyl acetate was added to the residue. The mixture was washed with saturated aqueous sodium hydrogen carbonate solution and saturated brine, dried over anhydrous magnesium sulfate and filtrated. The filtrate was conc... Isolated yield 105.2%. Reagents/catalysts: [Pd] (palladium-on-charcoal). Procedure details: Following a procedure similar to that described in Preparation 1(c), 8.5 g of the 1,4-diacetoxy-3-chloro-2-(4-nitrophenoxy) naphthalene [prepared as described in step (b) above] were hydrogenated under an atmosphere of hydrogen and in the presence of 1.7 g of 10% palladium-on-charcoal in 200 ml of tetrahydrofuran at room temperature for 5 hours, to give 8.3 g of 1,4-diacetoxy-2-(4-aminophenoxy)-3-chloronaphthalene as an oily substance. The solvent is O1CCCC1 (tetrahydrofuran). Product: C(C)(=O)OC1=C(C(=C(C2=CC=CC=C12)OC(C)=O)Cl)OC1=CC=C(C=C1)N (1,4-diacetoxy-2-(4-aminophenoxy)-3-chloronaphthalene). Reactants: 1(c), C(C)(=O)OC1=C(C(=C(C2=CC=CC=C12)OC(C)=O)Cl)OC1=CC=C(C=C1)[N+](=O)[O-] (1,4-diacetoxy-3-chloro-2-(4-nitrophenoxy) naphthalene). Reaction SMILES: [C:1]([O:4][C:5]1[C:14]2[C:9](=[CH:10][CH:11]=[CH:12][CH:13]=2)[C:8]([O:15][C:16](=[O:18])[CH3:17])=[C:7]([Cl:19])[C:6]=1[O:20][C:21]1[CH:26]=[CH:25][C:24]([N+:27]([O-])=O)=[CH:23][CH:22]=1)(=[O:3])[CH3:2]>O1CCCC1.[Pd]>[C:1]([O:4][C:5]1[C:14]2[C:9](=[CH:10][CH:11]=[CH:12][CH:13]=2)[C:8]([O:15][C:16](=[O:18])[CH3:17])=[C:7]([Cl:19])[C:6]=1[O:20][C:21]1[CH:22]=[CH:23][C:24]([NH2:27])=[CH:25][CH:26]=1)(=[O:3])[CH3:2]. Starting materials: C(=O)(O)[O-].[Na+] (NaHCO3), ClC1=C(C=C(C(=C1)[N+](=O)[O-])Cl)Br (2,5-dichloro-4-nitrobromobenzene), NCC(=O)O (glycine). The solvent is O (water), CN(C)C=O (DMF). Conditions: temperature 65 celsius, time 65 hour. Yields the product [Na+].BrC=1C(=CC(=C(C1)NCC(=O)[O-])[N+](=O)[O-])Cl (N-(5′-Bromo-4′-chloro-2′-nitrophenyl)glycine sodium salt). Reaction SMILES: [Cl:1][C:2]1[CH:7]=[C:6]([N+:8]([O-:10])=[O:9])[C:5](Cl)=[CH:4][C:3]=1[Br:12].C([O-])(O)=O.[Na+:17].[NH2:18][CH2:19][C:20]([OH:22])=[O:21]>CN(C=O)C.O>[Na+:17].[Br:12][C:3]1[C:2]([Cl:1])=[CH:7][C:6]([N+:8]([O-:10])=[O:9])=[C:5]([NH:18][CH2:19][C:20]([O-:22])=[O:21])[CH:4]=1 |f:1.2,6.7|. Reported procedure: To a stirred solution of 2,5-dichloro-4-nitrobromobenzene (1.000 g, 3.691 mmol, as prepared above) in DMF (10.0 mL) at 65° C., was added, dropwise, a solution of NaHCO3 (0.316 g, 3.76 mmol) and glycine (0.280 g, 3.73 mmol, Aldrich, used as received) in water (3.8 mL). The resulting suspension was stirred at 65° C. for 65 h. The bright orange suspension was then cooled to room temperature, filtered, washed with water (1.0 mL), and dried under vacuum to afford 0.284 g (98%, based on recovered star... The reactants are BrCc1ccccc1, CC(C)(C)OC(=O)NC(Cc1ccc2ccccc2c1)C(=O)OCc1ccccc1, CN(C)C=O, [H-], [Na+]. Product: CC(C)(C)OC(=O)N(Cc1ccccc1)C(Cc1ccc2ccccc2c1)C(=O)OCc1ccccc1. Reaction SMILES: [Br:33][CH2:34][c:35]1[cH:36][cH:37][cH:38][cH:39][cH:40]1.[C:1]([CH3:2])([CH3:3])([CH3:4])[O:5][C:6](=[O:7])[NH:8][CH:9]([C:10](=[O:11])[O:12][CH2:13][c:14]1[cH:15][cH:16][cH:17][cH:18][cH:19]1)[CH2:20][c:21]1[cH:22][c:23]2[cH:24][cH:25][cH:26][cH:27][c:28]2[cH:29][cH:30]1.[CH3:41][N:42]([CH3:43])[CH:44]=[O:45].[H-:31].[Na+:32]>>[C:1]([CH3:2])([CH3:3])([CH3:4])[O:5][C:6](=[O:7])[N:8]([CH:9]([C:10](=[O:11])[O:12][CH2:13][c:14]1[cH:15][cH:16][cH:17][cH:18][cH:19]1)[CH2:20][c:21]1[cH:22][c:23]2[cH:24][cH:25][cH:26][cH:27][c:28]2[cH:29][cH:30]1)[CH2:34][c:35]1[cH:36][cH:37][cH:38][cH:39][cH:40]1. Starting materials: CC(=O)OC(C)=O, CN(C)c1ccncc1, Nc1ccc([N+](=O)[O-])cn1, c1ccncc1. Yields the product CC(=O)Nc1ccc([N+](=O)[O-])cn1. Reaction SMILES: [CH3:11][C:12](=[O:13])[O:14][C:15](=[O:16])[CH3:17].[CH3:24][N:25]([CH3:26])[c:27]1[cH:28][cH:29][n:30][cH:31][cH:32]1.[NH2:1][c:2]1[n:3][cH:4][c:5]([N+:8](=[O:9])[O-:10])[cH:6][cH:7]1.[cH:18]1[cH:19][cH:20][n:21][cH:22][cH:23]1>>[NH:1]([c:2]1[n:3][cH:4][c:5]([N+:8](=[O:9])[O-:10])[cH:6][cH:7]1)[C:12]([CH3:11])=[O:13]. Reactants: C(C1=CC=CC=C1)OC=1C=C(C=CC1OC)C=1C(C(N(N1)C1CCN(CC1)C(CCl)=O)=O)(C)C (5-[3-(benzyloxy)-4-methoxyphenyl]-2-[1-(chloroacetyl)piperidin-4-yl]-4,4-dimethyl-2,4-dihydro-3H-pyrazol-3-one), C1(CCC(N1)=O)=O (succinimide). Product: C(C1=CC=CC=C1)OC=1C=C(C=CC1OC)C1=NN(C(C1(C)C)=O)C1CCN(CC1)C(CN1C(CCC1=O)=O)=O (1-[2-(4-{3-[3-(benzyloxy)-4-methoxyphenyl]-4,4-dimethyl-5-oxo-4,5-dihydro-1H-pyrazol-1-yl}-piperidin-1-yl)-2-oxoethyl]pyrrolidine-2,5-dione). RXN SMILES: [CH2:1]([O:8][C:9]1[CH:10]=[C:11]([C:17]2[C:18]([CH3:34])([CH3:33])[C:19](=[O:32])[N:20]([CH:22]3[CH2:27][CH2:26][N:25]([C:28](=[O:31])[CH2:29]Cl)[CH2:24][CH2:23]3)[N:21]=2)[CH:12]=[CH:13][C:14]=1[O:15][CH3:16])[C:2]1[CH:7]=[CH:6][CH:5]=[CH:4][CH:3]=1.[C:35]1(=[O:41])[NH:39][C:38](=[O:40])[CH2:37][CH2:36]1>>[CH2:1]([O:8][C:9]1[CH:10]=[C:11]([C:17]2[C:18]([CH3:34])([CH3:33])[C:19](=[O:32])[N:20]([CH:22]3[CH2:27][CH2:26][N:25]([C:28](=[O:31])[CH2:29][N:39]4[C:35](=[O:41])[CH2:36][CH2:37][C:38]4=[O:40])[CH2:24][CH2:23]3)[N:21]=2)[CH:12]=[CH:13][C:14]=1[O:15][CH3:16])[C:2]1[CH:7]=[CH:6][CH:5]=[CH:4][CH:3]=1. Procedure details: Prepared analogously as described for example 1 using 5-[3-(benzyloxy)-4-methoxyphenyl]-2-[1-(chloroacetyl)piperidin-4-yl]-4,4-dimethyl-2,4-dihydro-3H-pyrazol-3-one (see below) and succinimide as starting compounds.